This data is from the Open Reaction Database (ORD), a public repository of structured organic reaction records. The task is: describe an organic reaction: reactants, conditions, products, and yield Reactants: C(C1=CC=CC=C1)OC1=C(C=C(C=C1)CCNC(C(=CO)C1=CC=C(C=C1)C)=O)OC (N-[2-(4-benzyloxy-3-methoxyphenyl)ethyl]-3-hydroxy-2-(4-methylphenyl)acrylamide), [OH-].[K+] (potassium hydroxide), Cl (hydrochloric acid), ClC(F)F (chlorodifluoromethane). The reagents and catalysts are [Br-].C(CCC)[N+](CCCC)(CCCC)CCCC (tetrabutylammonium bromide). The solvent is COCCOC (ethylene glycol dimethyl ether). Product: C(C1=CC=CC=C1)OC1=C(C=C(C=C1)CCNC(C(=COC(F)F)C1=CC=C(C=C1)C)=O)OC (N-[2-(4-benzyloxy-3-methoxyphenyl)ethyl]-3-difluoromethoxy-2-(4-methylphenyl)acrylamide). As a reaction SMILES: [CH2:1]([O:8][C:9]1[CH:14]=[CH:13][C:12]([CH2:15][CH2:16][NH:17][C:18](=[O:29])[C:19]([C:22]2[CH:27]=[CH:26][C:25]([CH3:28])=[CH:24][CH:23]=2)=[CH:20][OH:21])=[CH:11][C:10]=1[O:30][CH3:31])[C:2]1[CH:7]=[CH:6][CH:5]=[CH:4][CH:3]=1.[OH-].[K+].Cl[CH:35]([F:37])[F:36].Cl>[Br-].C([N+](CCCC)(CCCC)CCCC)CCC.COCCOC>[CH2:1]([O:8][C:9]1[CH:14]=[CH:13][C:12]([CH2:15][CH2:16][NH:17][C:18](=[O:29])[C:19]([C:22]2[CH:23]=[CH:24][C:25]([CH3:28])=[CH:26][CH:27]=2)=[CH:20][O:21][CH:35]([F:37])[F:36])=[CH:11][C:10]=1[O:30][CH3:31])[C:2]1[CH:3]=[CH:4][CH:5]=[CH:6][CH:7]=1 |f:1.2,5.6|. Procedure details: 4.17 g (10.00 mmol) of N-[2-(4-benzyloxy-3-methoxyphenyl)ethyl]-3-hydroxy-2-(4-methylphenyl)acrylamide, 22.4 g (40.0 mmol) of 10% aqueous potassium hydroxide solution, 1.62 g (5.00 mmol) of tetrabutylammonium bromide and 50 ml of ethylene glycol dimethyl ether were mixed and chlorodifluoromethane gas was blown thereto at room temperature. After a sample was taken out from the reaction mixture and the disappearance of the starting material was confirmed by thin layer chromatography, 5% hydrochlor... Reactants: FC(OC=1C(=C(C(=O)C(C(=O)OCC)C(=O)OCC)C=C(C1F)F)F)F (diethyl 3-difluoromethoxy-2,4,5-trifluorobenzoylmalonate), ( XIV ), O (water), C([O-])(O)=O.[Na+] (sodium bicarbonate), O.C1(=CC=C(C=C1)S(=O)(=O)O)C (p-toluenesulfonic acid monohydrate). Run in O1CCOCC1 (dioxane). Product: FC(OC=1C(=C(C(=O)CC(=O)OCC)C=C(C1F)F)F)F (ethyl 3-difluoromethoxy-2,4,5-trifluorobenzoylacetate). RXN SMILES: [F:1][CH:2]([F:26])[O:3][C:4]1[C:5]([F:25])=[C:6]([CH:20]=[C:21]([F:24])[C:22]=1[F:23])[C:7]([CH:9](C(OCC)=O)[C:10]([O:12][CH2:13][CH3:14])=[O:11])=[O:8].O.C1(C)C=CC(S(O)(=O)=O)=CC=1.O.C(=O)(O)[O-].[Na+]>O1CCOCC1>[F:26][CH:2]([F:1])[O:3][C:4]1[C:5]([F:25])=[C:6]([CH:20]=[C:21]([F:24])[C:22]=1[F:23])[C:7]([CH2:9][C:10]([O:12][CH2:13][CH3:14])=[O:11])=[O:8] |f:1.2,4.5|. Procedure details: The whole of the diethyl 3-difluoromethoxy-2,4,5-trifluorobenzoylmalonate [(XIV), R1 =--OCHF2, R3' =H, R17 =C2H5, X=X'=F] [prepared as described in step (a) above] was dissolved in 200 ml of dioxane, and then 4.52 g (0.0238 moles) of p-toluenesulfonic acid monohydrate were added to the resulting solution. The mixture was then heated under reflux for 6 hours. At the end of this time, the reaction mixture was concentrated by evaporation under reduced pressure. 100 ml of water and 2.52 g (0.03 mole... The reactants are C(C)(C)(C)NCC(COC1=C(C=C(C(=O)O)C=C1)C(CCC(=O)O)=O)O (4-(3-t-butylamino-2-hydroxypropoxy)-3-(3-carboxypropionyl)benzoic acid), O.NN (hydrazine hydrate). Solvent: O (water). The product is C(C)(C)(C)NCC(COC1=C(C=C(C(=O)O)C=C1)C1=NNC(CC1)=O)O (4-(3-t-butylamino-2-hydroxypropoxy)-3-(1,4,5,6-tetrahydro-6-oxo-3-pyridazinyl)benzoic acid). As a reaction SMILES: [C:1]([NH:5][CH2:6][CH:7]([OH:26])[CH2:8][O:9][C:10]1[CH:18]=[CH:17][C:13]([C:14]([OH:16])=[O:15])=[CH:12][C:11]=1[C:19](=O)[CH2:20][CH2:21][C:22](O)=[O:23])([CH3:4])([CH3:3])[CH3:2].O.[NH2:28][NH2:29]>O>[C:1]([NH:5][CH2:6][CH:7]([OH:26])[CH2:8][O:9][C:10]1[CH:18]=[CH:17][C:13]([C:14]([OH:16])=[O:15])=[CH:12][C:11]=1[C:19]1[CH2:20][CH2:21][C:22](=[O:23])[NH:29][N:28]=1)([CH3:4])([CH3:3])[CH3:2] |f:1.2|. Reported procedure: A solution of equimolar amounts of 4-(3-t-butylamino-2-hydroxypropoxy)-3-(3-carboxypropionyl)benzoic acid and hydrazine hydrate in water was heated under reflux for 16 hours. The volume of the solution was reduced in vacuo to give 4-(3-t-butylamino-2-hydroxypropoxy)-3-(1,4,5,6-tetrahydro-6-oxo-3-pyridazinyl)benzoic acid. The reactants are ClC=1C=C2C(CCOC2=CC1OC1=CC=C(C(=O)O)C=C1)C(=O)OCC (4-(6-chloro-4-(ethoxycarbonyl)chroman-7-yloxy)benzoic acid), C1(=CC=CC=C1)C1CC(CCC1)N (3-phenylcyclohexanamine), Cl.C(C)N=C=NCCCN(C)C (N1-((ethylimino)methylene)-N3,N3-dimethylpropane-1,3-diamine hydrochloride). The reagents and catalysts are CN(C1=CC=NC=C1)C (N,N-dimethylpyridin-4-amine). Run in CN(C)C=O (DMF), CCOC(=O)C (EtOAc). Run at time 8 hour. Yields the product ClC=1C=C2C(CCOC2=CC1OC1=CC=C(C=C1)C(NC1CC(CCC1)C1=CC=CC=C1)=O)C(=O)OCC (ethyl 6-chloro-7-(4-(3-phenylcyclohexylcarbamoyl)phenoxy)chroman-4-carboxylate). Isolated yield 48.7%. Reaction SMILES: [Cl:1][C:2]1[CH:3]=[C:4]2[C:9](=[CH:10][C:11]=1[O:12][C:13]1[CH:21]=[CH:20][C:16]([C:17]([OH:19])=O)=[CH:15][CH:14]=1)[O:8][CH2:7][CH2:6][CH:5]2[C:22]([O:24][CH2:25][CH3:26])=[O:23].[C:27]1([CH:33]2[CH2:38][CH2:37][CH2:36][CH:35]([NH2:39])[CH2:34]2)[CH:32]=[CH:31][CH:30]=[CH:29][CH:28]=1.Cl.C(N=C=NCCCN(C)C)C>CN(C)C1C=CN=CC=1.CN(C=O)C.CCOC(C)=O>[Cl:1][C:2]1[CH:3]=[C:4]2[C:9](=[CH:10][C:11]=1[O:12][C:13]1[CH:14]=[CH:15][C:16]([C:17](=[O:19])[NH:39][CH:35]3[CH2:36][CH2:37][CH2:38][CH:33]([C:27]4[CH:32]=[CH:31][CH:30]=[CH:29][CH:28]=4)[CH2:34]3)=[CH:20][CH:21]=1)[O:8][CH2:7][CH2:6][CH:5]2[C:22]([O:24][CH2:25][CH3:26])=[O:23] |f:2.3|. Procedure: To a solution of 4-(6-chloro-4-(ethoxycarbonyl)chroman-7-yloxy)benzoic acid (83.9 mg, 0.223 mmol), N,N-dimethylpyridin-4-amine (2.72 mg, 0.0223 mmol), and 3-phenylcyclohexanamine (41 mg, 0.234 mmol) in DMF (1.2 ml) was added N1-((ethylimino)methylene)-N3,N3-dimethylpropane-1,3-diamine hydrochloride (47.0 mg, 0.245 mmol), and the reaction was stirred overnight at ambient temperature. The reaction was diluted with EtOAc and washed with 1M hydrochloric acid, saturated sodium bicarbonate, and satura...